This data is from the Open Reaction Database (ORD), a public repository of structured organic reaction records. The task is: describe an organic reaction: reactants, conditions, products, and yield Reactants: N1=CC(=CC=C1)N1CCN(CC1)C(=O)OC(C)(C)C (tert-butyl 4-pyridin-3-ylpiperazine-1-carboxylate), BrN1C(CCC1=O)=O (N-bromosuccinimide), [OH-].[Na+] (sodium hydroxide), C(C)(=O)OCC (ethyl acetate). Solvent: C(C)#N (acetonitrile). Conditions: time 1.5 hour. Yields the product BrC1=CC=C(C=N1)N1CCN(CC1)C(=O)OC(C)(C)C (tert-butyl 4-(6-bromopyridin-3-yl)piperazine-1-carboxylate). Yield: 96.9%. As a reaction SMILES: [N:1]1[CH:6]=[CH:5][CH:4]=[C:3]([N:7]2[CH2:12][CH2:11][N:10]([C:13]([O:15][C:16]([CH3:19])([CH3:18])[CH3:17])=[O:14])[CH2:9][CH2:8]2)[CH:2]=1.[Br:20]N1C(=O)CCC1=O.[OH-].[Na+].C(OCC)(=O)C>C(#N)C>[Br:20][C:6]1[N:1]=[CH:2][C:3]([N:7]2[CH2:12][CH2:11][N:10]([C:13]([O:15][C:16]([CH3:19])([CH3:18])[CH3:17])=[O:14])[CH2:9][CH2:8]2)=[CH:4][CH:5]=1 |f:2.3|. Procedure details: To a solution of tert-butyl 4-pyridin-3-ylpiperazine-1-carboxylate (1.0 g, 3.80 mmol) in acetonitrile (12 ml) was added N-bromosuccinimide (676 mg, 3.80 mmol) by small portions at room temperature. After stirring at room temperature for 1.5 hrs, the reaction mixture was poured into a mixture of 1M aqueous sodium hydroxide solution and ethyl acetate. The mixture was stirred, stood still and partitioned. The organic layer was washed with saturated brine, dried over anhydrous sodium sulfate, and co... Reactants: CCOCC, C=C(C=O)c1ccc(C)cc1, [Li]C. Product: C=C(c1ccc(C)cc1)C(C)O. As a reaction SMILES: [CH3:14][CH2:15][O:16][CH2:17][CH3:18].[CH3:1][c:2]1[cH:3][cH:4][c:5]([C:8]([CH:9]=[O:10])=[CH2:11])[cH:6][cH:7]1.[Li:12][CH3:13]>>[CH3:1][c:2]1[cH:3][cH:4][c:5]([C:8]([CH:9]([OH:10])[CH3:13])=[CH2:11])[cH:6][cH:7]1. Reactants: NC1=CC=C(C(=O)OCC)C=C1 (ethyl 4-aminobenzoate), CCN(C(C)C)C(C)C (iPr2NEt), ClC1=NC(=NC(=N1)Cl)Cl (2,4,6-trichloro-1,3,5-triazine), FC(CO)(F)F (2,2,2-trifluoroethanol), N1=C(C=C(C=C1C)C)C (2,4,6-collidine), NCC1=CC=C(C=C1)O (4-(aminomethyl)phenol). Run in CN1CCCC1=O (NMP), O (water), CC(=O)C (acetone), CC(=O)C (acetone). Conditions: time 16 hour. Product: OC1=CC=C(CNC2=NC(=NC(=N2)OCC(F)(F)F)NC2=CC=C(C(=O)OCC)C=C2)C=C1 (ethyl 4-(4-(4-hydroxybenzylamino)-6-(2,2,2-trifluoroethoxy)-1,3,5-triazin-2-ylamino)benzoate). Isolated yield 54.1%. As a reaction SMILES: Cl[C:2]1[N:7]=[C:6](Cl)[N:5]=[C:4](Cl)[N:3]=1.[F:10][C:11]([F:15])([F:14])[CH2:12][OH:13].N1C(C)=CC(C)=CC=1C.[NH2:25][C:26]1[CH:36]=[CH:35][C:29]([C:30]([O:32][CH2:33][CH3:34])=[O:31])=[CH:28][CH:27]=1.CCN(C(C)C)C(C)C.[NH2:46][CH2:47][C:48]1[CH:53]=[CH:52][C:51]([OH:54])=[CH:50][CH:49]=1>CC(C)=O.CN1C(=O)CCC1.O>[OH:54][C:51]1[CH:52]=[CH:53][C:48]([CH2:47][NH:46][C:2]2[N:7]=[C:6]([O:13][CH2:12][C:11]([F:15])([F:14])[F:10])[N:5]=[C:4]([NH:25][C:26]3[CH:27]=[CH:28][C:29]([C:30]([O:32][CH2:33][CH3:34])=[O:31])=[CH:35][CH:36]=3)[N:3]=2)=[CH:49][CH:50]=1. Procedure details: To a solution of 2,4,6-trichloro-1,3,5-triazine (10 g) in acetone (210 mL) was added a solution of 2,2,2-trifluoroethanol (5.97 g) and 2,4,6-collidine (7.88 mL) in acetone (210 mL) dropwise over 1 hour. The resulting mixture was stirred at room temperature for 16 hours. All the solvents were removed under vacuum to give a residue which was diluted with NMP (100 mL) and ethyl 4-aminobenzoate (9.85 g), iPr2NEt (28.4 mL) were added. After stirring at room temperature for 6 hours, 4-(aminomethyl)phe... Reactants: CO, ClC(Cl)Cl, Cl, COCOC(C)c1cnc(F)cc1I, [Na+], [Na+], O=C([O-])[O-]. The product is CC(O)c1cnc(F)cc1I. As a reaction SMILES: [CH3:20][OH:21].[CH:16]([Cl:17])([Cl:18])[Cl:19].[ClH:1].[F:2][c:3]1[n:4][cH:5][c:6]([CH:10]([CH3:11])[O:12][CH2:13][O:14][CH3:15])[c:7]([I:9])[cH:8]1.[Na+:22].[Na+:23].[O-:24][C:25](=[O:26])[O-:27]>>[F:2][c:3]1[n:4][cH:5][c:6]([CH:10]([CH3:11])[OH:12])[c:7]([I:9])[cH:8]1. Reactants: COS(=O)(=O)OC, CC(CO)Oc1ccc(Oc2ccc(Cl)cc2Cl)cc1, [Na+], [OH-], O. The product is COCC(C)Oc1ccc(Oc2ccc(Cl)cc2Cl)cc1. RXN SMILES: [CH3:21][O:22][S:23]([O:24][CH3:25])(=[O:26])=[O:27].[Cl:1][c:2]1[c:3]([O:4][c:5]2[cH:6][cH:7][c:8]([O:9][CH:10]([CH2:11][OH:12])[CH3:13])[cH:14][cH:15]2)[cH:16][cH:17][c:18]([Cl:20])[cH:19]1.[Na+:30].[OH-:29].[OH2:28]>>[Cl:1][c:2]1[c:3]([O:4][c:5]2[cH:6][cH:7][c:8]([O:9][CH:10]([CH2:11][O:12][CH3:21])[CH3:13])[cH:14][cH:15]2)[cH:16][cH:17][c:18]([Cl:20])[cH:19]1. The reactants are Cl[Si](C)(C)C (Chlorotrimethylsilane), [BH4-].[Li+] (lithium borohydride), COC1=C(C=C(C=C1)Cl)CC#N (2-methoxy-5-chlorophenylacetonitrile). The solvent is CO (methanol), O1CCCC1 (tetrahydrofuran). Run at time 24 hour. Product: ClC=1C=CC(=C(C1)CCN)OC (2-(5-Chloro-2-methoxy-phenyl)-ethylamine). As a reaction SMILES: Cl[Si](C)(C)C.[BH4-].[Li+].[CH3:8][O:9][C:10]1[CH:15]=[CH:14][C:13]([Cl:16])=[CH:12][C:11]=1[CH2:17][C:18]#[N:19]>O1CCCC1.CO>[Cl:16][C:13]1[CH:14]=[CH:15][C:10]([O:9][CH3:8])=[C:11]([CH2:17][CH2:18][NH2:19])[CH:12]=1 |f:1.2|. Procedure: Chlorotrimethylsilane (2 mL, 16 mmol) was added dropwise to lithium borohydride (2M in tetrahydrofuran, 4 mL, 8 mmol). A solution of 2-methoxy-5-chlorophenylacetonitrile (312 mg, 4 mmol) in tetrahydrofuran (2 mL) was then added at 0° C. and the mixture was allowed to stir for 24 hours, whilst warming to room temperature. The mixture was then diluted with methanol (20 mL) and concentrated in vacuo. The residue was taken up in 20% potassium hydroxide solution (20 mL), extracted with dichloromethan...